From a dataset of the Open Reaction Database (ORD), a public repository of structured organic reaction records. describe an organic reaction: reactants, conditions, products, and yield The reactants are O=[Cr](=O)=O.C1=NC=CC=C1.C2=NC=CC=C2 (Collins reagent), OC(CCC[C@@H]1[C@H](C(C[C@H]1C)=O)C\C=C/CCCC(=O)OC)C(CCC)(F)F (methyl (Z)-7-[(1R,2S,3R)-2{4(R,S)-hydroxy-5,5-difluorooctyl}-3-methyl-5-oxocylopentyl]-hept-5-enoate), resultant mixture, chromic anhydride, N1=CC=CC=C1 (pyridine). The solvent is C(Cl)Cl (methylene chloride), C(Cl)Cl (methylene chloride). Yields the product FC(C(CCC[C@@H]1[C@H](C(C[C@H]1C)=O)C\C=C/CCCC(=O)OC)=O)(CCC)F (methyl (Z)-7-[(1R,2S,3R)-2-(5,5-difluoro-4-oxooctyl)-3-methyl-5-oxocylopentyl]hept-5-enoate). Yield: 81.0%. As a reaction SMILES: O=[Cr](=O)=O.C1C=CC=CN=1.C1C=CC=CN=1.N1C=CC=CC=1.[OH:23][CH:24]([C:45]([F:50])([F:49])[CH2:46][CH2:47][CH3:48])[CH2:25][CH2:26][CH2:27][C@H:28]1[C@H:32]([CH3:33])[CH2:31][C:30](=[O:34])[C@@H:29]1[CH2:35]/[CH:36]=[CH:37]\[CH2:38][CH2:39][CH2:40][C:41]([O:43][CH3:44])=[O:42]>C(Cl)Cl>[F:49][C:45]([F:50])([CH2:46][CH2:47][CH3:48])[C:24](=[O:23])[CH2:25][CH2:26][CH2:27][C@H:28]1[C@H:32]([CH3:33])[CH2:31][C:30](=[O:34])[C@@H:29]1[CH2:35]/[CH:36]=[CH:37]\[CH2:38][CH2:39][CH2:40][C:41]([O:43][CH3:44])=[O:42] |f:0.1.2|. Procedure: Celite (5 g) was added to Collins reagent prepared from chromic anhydride (1.2 g) and pyridine in methylene chloride (20 ml), followed by addition of a solution of the alcohol (31) (0.138 g) in methylene chloride (10 ml). The resultant mixture was stirred at room temperature for 30 minutes, followed by the usual work-up. The obtained crude product was subjected to silicagel column chromatography to give the titled compound (32). Starting materials: Cc1cc(F)ccc1Br, C1CCOC1, COc1ccccc1C=NC(C)C, [Cl-], [Mg], [NH4+]. Yields the product Cc1cc(F)ccc1-c1ccccc1C=NC(C)C. Reaction SMILES: [Br:14][c:15]1[c:16]([CH3:22])[cH:17][c:18]([F:21])[cH:19][cH:20]1.[CH2:26]1[O:27][CH2:28][CH2:29][CH2:30]1.[CH3:1][O:2][c:3]1[c:4]([CH:5]=[N:6][CH:7]([CH3:8])[CH3:9])[cH:10][cH:11][cH:12][cH:13]1.[Cl-:24].[Mg:23].[NH4+:25]>>[c:3]1(-[c:15]2[c:16]([CH3:22])[cH:17][c:18]([F:21])[cH:19][cH:20]2)[c:4]([CH:5]=[N:6][CH:7]([CH3:8])[CH3:9])[cH:10][cH:11][cH:12][cH:13]1. Starting materials: BrC=1C=NC=C(C(=O)O)C1 (5-bromonicotinic acid), FC(OC1=CC=C(N)C=C1)(F)F (4-(trifluoromethoxy)aniline). Yields the product BrC=1C=NC=C(C(=O)NC2=CC=C(C=C2)OC(F)(F)F)C1 (5-Bromo-N-(4-(trifluoromethoxy)phenyl)nicotinamide). As a reaction SMILES: [Br:1][C:2]1[CH:3]=[N:4][CH:5]=[C:6]([CH:10]=1)[C:7]([OH:9])=O.[F:11][C:12]([F:22])([F:21])[O:13][C:14]1[CH:20]=[CH:19][C:17]([NH2:18])=[CH:16][CH:15]=1>>[Br:1][C:2]1[CH:3]=[N:4][CH:5]=[C:6]([CH:10]=1)[C:7]([NH:18][C:17]1[CH:19]=[CH:20][C:14]([O:13][C:12]([F:11])([F:21])[F:22])=[CH:15][CH:16]=1)=[O:9]. Procedure details: The title compound was prepared in an analogous fashion to that described in Stage 59.1 using 5-bromonicotinic acid and 4-(trifluoromethoxy)aniline to afford white crystals. UPLC-MS (Condition 2) tR=1.11 min, 361.1/363 [M+H]+. Reactants: C(C)(=O)OCC1=NNC(=C1)COC(C)=O (3,5-diacetoxymethylpyrazole), ice water, [H-].[Na+] (NaH), FC1=C(C(=O)C2=CC=CC=C2)C=C(C=C1)[N+](=O)[O-] (2-fluoro-5-nitrobenzophenone). The solvent is CN(C)C=O (DMF), CN(C)C=O (DMF). Reaction conditions: time 4 hour. Yields the product C(C)(=O)OCC1=NN(C(=C1)COC(C)=O)C1=C(C=C(C=C1)[N+](=O)[O-])C(=O)C1=CC=CC=C1 ([2-[3,5-bis(Acetoxymethyl)pyrazol-1-yl]-5-nitrophenyl]phenyl methanone). Reaction SMILES: [C:1]([O:4][CH2:5][C:6]1[CH:10]=[C:9]([CH2:11][O:12][C:13](=[O:15])[CH3:14])[NH:8][N:7]=1)(=[O:3])[CH3:2].[H-].[Na+].F[C:19]1[CH:32]=[CH:31][C:30]([N+:33]([O-:35])=[O:34])=[CH:29][C:20]=1[C:21]([C:23]1[CH:28]=[CH:27][CH:26]=[CH:25][CH:24]=1)=[O:22]>CN(C=O)C>[C:13]([O:12][CH2:11][C:9]1[CH:10]=[C:6]([CH2:5][O:4][C:1](=[O:3])[CH3:2])[N:7]([C:19]2[CH:32]=[CH:31][C:30]([N+:33]([O-:35])=[O:34])=[CH:29][C:20]=2[C:21]([C:23]2[CH:24]=[CH:25][CH:26]=[CH:27][CH:28]=2)=[O:22])[N:8]=1)(=[O:15])[CH3:14] |f:1.2|. Procedure details: A solution of 4.2 g. (20 mmol) of 3,5-diacetoxymethylpyrazole in 15 ml. of DMF was added dropwise to a suspension of 960 mg. (20 mmol) of NaH (50% in mineral oil) in 25 ml. of DMF stirred at 0° and under argon. After the evolution of H2 had ceased, 4.9 g. (20 mmol) of 2-fluoro-5-nitrobenzophenone was added in one portion. After stirring at 0° for 4 hours, the mixture was poured into ice-water and extracted with EtOAc. The organic phase was washed with dil. brine, dried (MgSO4) and concentrated. ... Starting materials: C[Al](C)C, COc1cc(COc2cc(N)[nH]n2)cc(OC)c1, Cc1ccccc1, CCOC(=O)c1ccc(N2CC(C)NC(C)C2)cc1. The product is COc1cc(COc2cc(NC(=O)c3ccc(N4CC(C)NC(C)C4)cc3)[nH]n2)cc(OC)c1. Reaction SMILES: [CH3:1][Al:2]([CH3:3])[CH3:4].[CH3:24][O:25][c:26]1[cH:27][c:28]([CH2:34][O:35][c:36]2[cH:37][c:38]([NH2:41])[nH:39][n:40]2)[cH:29][c:30]([O:32][CH3:33])[cH:31]1.[CH3:42][c:43]1[cH:44][cH:45][cH:46][cH:47][cH:48]1.[CH3:5][CH:6]1[CH2:7][N:8]([c:13]2[cH:14][cH:15][c:16]([C:17]([O:19][CH2:18][CH3:20])=[O:21])[cH:22][cH:23]2)[CH2:9][CH:10]([CH3:12])[NH:11]1>>[CH3:5][CH:6]1[CH2:7][N:8]([c:13]2[cH:14][cH:15][c:16]([C:17](=[O:19])[NH:41][c:38]3[cH:37][c:36]([O:35][CH2:34][c:28]4[cH:27][c:26]([O:25][CH3:24])[cH:31][c:30]([O:32][CH3:33])[cH:29]4)[n:40][nH:39]3)[cH:22][cH:23]2)[CH2:9][CH:10]([CH3:12])[NH:11]1. Starting materials: CN(C)CC1=NC=C(C(C1)=O)O (2-(N, N-Dimethylamino) methyl-5-hydroxy-4-pyridone), C(C)C(C(=O)[O-])CCCC.[Na+] (sodium 2-ethylhexanoate), C(C)(C)OC(C)C (diisopropyl ether), C(=O)N[C@H]1[C@@H]2N(C(=C(CS2)CCl)C(=O)O)C1=O (7β-formamido-3-chloromethyl-3-cephem-4carboxylic acid). Solvent: CN(C=O)C (N,N-dimethylformamide), C(C)(=O)OCC (ethyl acetate). Conditions: time 2 hour. Yields the product C(=O)N[C@H]1[C@@H]2N(C(=C(CS2)C[N+](CC=2NC=C(C(C2)=O)O)(C)C)C(=O)[O-])C1=O (7β-formamido-3-[N,N-dimethyl-N-{(5-hydroxy-4-oxo- 1,4-dihydropyridin-2-yl)methyl}ammonio]methyl-3-cephem-4carboxylate). Isolated yield 43.2%. As a reaction SMILES: [CH3:1][N:2]([CH2:4][C:5]1[CH2:10][C:9](=[O:11])[C:8]([OH:12])=[CH:7][N:6]=1)[CH3:3].C(C(CCCC)C([O-])=O)C.[Na+].[CH:24]([NH:26][C@@H:27]1[C:39](=[O:40])[N:29]2[C:30]([C:36]([OH:38])=[O:37])=[C:31]([CH2:34]Cl)[CH2:32][S:33][C@H:28]12)=[O:25].C(OC(C)C)(C)C>CN(C)C=O.C(OCC)(=O)C>[CH:24]([NH:26][C@@H:27]1[C:39](=[O:40])[N:29]2[C:30]([C:36]([O-:38])=[O:37])=[C:31]([CH2:34][N+:2]([CH3:3])([CH3:1])[CH2:4][C:5]3[NH:6][CH:7]=[C:8]([OH:12])[C:9](=[O:11])[CH:10]=3)[CH2:32][S:33][C@H:28]12)=[O:25] |f:1.2|. Procedure details: 2-(N, N-Dimethylamino) methyl-5-hydroxy-4-pyridone (15.85 g) was dissolved in N,N-dimethylformamide (238 ml) by addition of sodium 2-ethylhexanoate (10.44 g) . To the resulting solution was added dropwise a cooled solution of 7β-formamido-3-chloromethyl-3-cephem-4carboxylic acid (13.04 g) at 5° C. and the mixture was stirred for 2 hours at the same temperature. The mixture was added dropwise to a mixture of ethyl acetate (2.5 l) and diisopropyl ether (2.5 l) and the resulting precipitates were c...